Dataset: the Open Reaction Database (ORD), a public repository of structured organic reaction records. Task: describe an organic reaction: reactants, conditions, products, and yield Reactants: TEA, C=12CNCCNCCNCC(C=CC1)=N2 (3,6,9,15-tetraazabicyclo[9.3.1]pentadeca-1(14),11(15),12-triene), O.C(C)#N (water acetonitrile), BrC(C(=O)OCC)CCC(=O)[O-] (ethyl bromoglutarate). Conditions: temperature 50 celsius, time 18 hour. The product is C(C)OC(C(CCC(=O)OCC)N1CC=2C=CC=C(CNCCNCC1)N2)=O (2-(3,6,9,15-Tetraazabicyclo[9.3.1]pentadeca-1(15),11,13-trien-3-yl)pentanedioic acid diethyl ester). RXN SMILES: [C:1]12[N:15]=[C:11]([CH:12]=[CH:13][CH:14]=1)[CH2:10][NH:9][CH2:8][CH2:7][NH:6][CH2:5][CH2:4][NH:3][CH2:2]2.Br[CH:17]([CH2:23][CH2:24][C:25]([O-:27])=[O:26])[C:18]([O:20][CH2:21][CH3:22])=[O:19].O.[C:29](#N)[CH3:30]>>[CH2:21]([O:20][C:18](=[O:19])[CH:17]([N:3]1[CH2:4][CH2:5][NH:6][CH2:7][CH2:8][NH:9][CH2:10][C:11]2[N:15]=[C:1]([CH:14]=[CH:13][CH:12]=2)[CH2:2]1)[CH2:23][CH2:24][C:25]([O:27][CH2:29][CH3:30])=[O:26])[CH3:22] |f:2.3|. Procedure: 10 mg of 3,6,9,15-tetraazabicyclo[9.3.1]pentadeca-1(14),11(15),12-triene (48.5 μmol) are dissolved in a water-acetonitrile mixture (170 μl of acetonitrile and 7 μl of water). After the addition of 10 μl of TEA (1.4 eq), the mixture is heated to 50° C. and then 13 mg of ethyl bromoglutarate (1 eq) are added. The medium is stirred at 50° C. for 18 h. Reactants: [C-]#N, CCNC(=O)Nc1sc2ccccc2c1C(=O)N1CCC(=O)CC1, CO, [Cl-], [K+], [NH4+]. Yields the product CCNC(=O)Nc1sc2ccccc2c1C(=O)N1CCC(N)(C#N)CC1. Reaction SMILES: [C-:27]#[N:28].[CH2:1]([CH3:2])[NH:3][C:4](=[O:5])[NH:6][c:7]1[c:8]([C:16](=[O:17])[N:18]2[CH2:19][CH2:20][C:21](=[O:24])[CH2:22][CH2:23]2)[c:9]2[c:10]([s:11]1)[cH:12][cH:13][cH:14][cH:15]2.[CH3:30][OH:31].[Cl-:25].[K+:29].[NH4+:26]>>[CH2:1]([CH3:2])[NH:3][C:4](=[O:5])[NH:6][c:7]1[c:8]([C:16](=[O:17])[N:18]2[CH2:19][CH2:20][C:21]([NH2:26])([C:27]#[N:28])[CH2:22][CH2:23]2)[c:9]2[c:10]([s:11]1)[cH:12][cH:13][cH:14][cH:15]2. Isolated yield 55.8%. The reactants are [B-](F)(F)(F)F.CN(C)C(=[N+](C)C)ON1C2=CC=CC=C2N=N1 (o-(benzotriazol-1-yl)-N,N,N′,N′-tetramethyluronium tetrafluoroborate), N1=CC=CC=C1 (pyridine), Cl.Cl.Cl.N1CC(CC1)C1=NC=CN=C1 (2-pyrrolidin-3-yl-pyrazine trihydrochloride), FC(C1=CC=C(C=C1)C1=C(C=NO1)C(=O)O)(F)F (5-[4-(Trifluoromethyl)phenyl]isoxazole-4-carboxylic acid). The solvent is C(C)#N (acetonitrile). As a reaction SMILES: [F:1][C:2]([F:18])([F:17])[C:3]1[CH:8]=[CH:7][C:6]([C:9]2[O:13][N:12]=[CH:11][C:10]=2[C:14]([OH:16])=O)=[CH:5][CH:4]=1.[B-](F)(F)(F)F.CN(C(ON1N=NC2C1=CC=CC=2)=[N+](C)C)C.N1C=CC=CC=1.Cl.Cl.Cl.[NH:50]1[CH2:54][CH2:53][CH:52]([C:55]2[CH:60]=[N:59][CH:58]=[CH:57][N:56]=2)[CH2:51]1>C(#N)C>[F:17][C:2]([F:1])([F:18])[C:3]1[CH:4]=[CH:5][C:6]([C:9]2[O:13][N:12]=[CH:11][C:10]=2[C:14]([N:50]2[CH2:54][CH2:53][CH:52]([C:55]3[CH:60]=[N:59][CH:58]=[CH:57][N:56]=3)[CH2:51]2)=[O:16])=[CH:7][CH:8]=1 |f:1.2,4.5.6.7|. Yields the product FC(C1=CC=C(C=C1)C1=C(C=NO1)C(=O)N1CC(CC1)C1=NC=CN=C1)(F)F (2-[1-({5-[4-(Trifluoromethyl)phenyl]isoxazol-4-yl}carbonyl)pyrrolidin-3-yl]pyrazine). Reported procedure: 5-[4-(Trifluoromethyl)phenyl]isoxazole-4-carboxylic acid (30 mg, 0.12 mmol) was dissolved in acetonitrile (1.5 mL) followed by the addition of o-(benzotriazol-1-yl)-N,N,N′,N′-tetramethyluronium tetrafluoroborate (TBTU) (52 mg, 0.16 mmol), pyridine (60 μL, 0.72 mmol) and 2-pyrrolidin-3-yl-pyrazine trihydrochloride (36 mg, 0.14 mmol), and stirred at 60° C. for 30 min. The residue was purified on reversed phase HPLC to yield the title compound (26 mg). HRMS (ESI, pos. ion) m/z calcd for C19H15F3N4O... Conditions: temperature 60 celsius, time 30 minute. The reactants are ClB(Cl)Cl, ClCCl, CO, COc1c(Cl)nc(-c2ccccc2)nc1Cl. The product is Oc1c(Cl)nc(-c2ccccc2)nc1Cl. RXN SMILES: [B:17]([Cl:18])([Cl:19])[Cl:20].[CH2:23]([Cl:24])[Cl:25].[CH3:21][OH:22].[Cl:1][c:2]1[n:3][c:4](-[c:11]2[cH:12][cH:13][cH:14][cH:15][cH:16]2)[n:5][c:6]([Cl:10])[c:7]1[O:8][CH3:9]>>[Cl:1][c:2]1[n:3][c:4](-[c:11]2[cH:12][cH:13][cH:14][cH:15][cH:16]2)[n:5][c:6]([Cl:10])[c:7]1[OH:8]. Reactants: C1COCCN1, C1CCOC1, C=CCOC(=O)COc1c(C(=O)OC2CCCCC2)sc(-c2cccc(NC3CCN(S(=O)(=O)Cc4ccccc4)CC3)c2)c1Br, c1ccc(P(c2ccccc2)(c2ccccc2)[Pd](P(c2ccccc2)(c2ccccc2)c2ccccc2)(P(c2ccccc2)(c2ccccc2)c2ccccc2)P(c2ccccc2)(c2ccccc2)c2ccccc2)cc1. Yields the product O=C(O)COc1c(C(=O)OC2CCCCC2)sc(-c2cccc(NC3CCN(S(=O)(=O)Cc4ccccc4)CC3)c2)c1Br. As a reaction SMILES: [CH2:47]1[NH:48][CH2:49][CH2:50][O:51][CH2:52]1.[CH2:53]1[O:54][CH2:55][CH2:56][CH2:57]1.[CH:1]1([O:7][C:8](=[O:9])[c:10]2[s:11][c:12](-[c:24]3[cH:25][c:26]([NH:30][CH:31]4[CH2:32][CH2:33][N:34]([S:37](=[O:38])(=[O:39])[CH2:40][c:41]5[cH:42][cH:43][cH:44][cH:45][cH:46]5)[CH2:35][CH2:36]4)[cH:27][cH:28][cH:29]3)[c:13]([Br:23])[c:14]2[O:15][CH2:16][C:17](=[O:18])[O:19][CH2:20][CH:21]=[CH2:22])[CH2:2][CH2:3][CH2:4][CH2:5][CH2:6]1.[cH:58]1[cH:59][cH:60][c:61]([P:62]([Pd:63]([P:64]([c:65]2[cH:66][cH:67][cH:68][cH:69][cH:70]2)([c:71]2[cH:72][cH:73][cH:74][cH:75][cH:76]2)[c:77]2[cH:78][cH:79][cH:80][cH:81][cH:82]2)([P:83]([c:84]2[cH:85][cH:86][cH:87][cH:88][cH:89]2)([c:90]2[cH:91][cH:92][cH:93][cH:94][cH:95]2)[c:96]2[cH:97][cH:98][cH:99][cH:100][cH:101]2)[P:102]([c:103]2[cH:104][cH:105][cH:106][cH:107][cH:108]2)([c:109]2[cH:110][cH:111][cH:112][cH:113][cH:114]2)[c:115]2[cH:116][cH:117][cH:118][cH:119][cH:120]2)([c:121]2[cH:122][cH:123][cH:124][cH:125][cH:126]2)[c:127]2[cH:128][cH:129][cH:130][cH:131][cH:132]2)[cH:133][cH:134]1>>[CH:1]1([O:7][C:8](=[O:9])[c:10]2[s:11][c:12](-[c:24]3[cH:25][c:26]([NH:30][CH:31]4[CH2:32][CH2:33][N:34]([S:37](=[O:38])(=[O:39])[CH2:40][c:41]5[cH:42][cH:43][cH:44][cH:45][cH:46]5)[CH2:35][CH2:36]4)[cH:27][cH:28][cH:29]3)[c:13]([Br:23])[c:14]2[O:15][CH2:16][C:17](=[O:18])[OH:19])[CH2:2][CH2:3][CH2:4][CH2:5][CH2:6]1. Reactants: COC(=O)C(C)(C)c1cc([N+](=O)[O-])ccc1OCc1ccccc1, CCOC(C)=O, Cl, [Li+], C1COCCO1, [OH-]. Yields the product CC(C)(C(=O)O)c1cc([N+](=O)[O-])ccc1OCc1ccccc1. Reaction SMILES: [CH3:1][O:2][C:3]([C:4]([CH3:5])([CH3:6])[c:7]1[c:8]([O:16][CH2:17][c:18]2[cH:19][cH:20][cH:21][cH:22][cH:23]2)[cH:9][cH:10][c:11]([N+:13](=[O:14])[O-:15])[cH:12]1)=[O:24].[CH3:28][CH2:29][O:30][C:31](=[O:32])[CH3:33].[ClH:27].[Li+:25].[O:34]1[CH2:35][CH2:36][O:37][CH2:38][CH2:39]1.[OH-:26]>>[O:2]=[C:3]([C:4]([CH3:5])([CH3:6])[c:7]1[c:8]([O:16][CH2:17][c:18]2[cH:19][cH:20][cH:21][cH:22][cH:23]2)[cH:9][cH:10][c:11]([N+:13](=[O:14])[O-:15])[cH:12]1)[OH:24]. The reactants are S(=O)(Cl)Cl (thionyl chloride), OCC1=NC=C(C(=C1C)OCCCOC)C (2-hydroxymethyl-4-(3-methoxypropoxy)-3,5-dimethylpyridine), C(O)([O-])=O.[Na+] (sodium hydrogencarbonate). Run in C(Cl)(Cl)Cl (chloroform), C(Cl)(Cl)Cl (chloroform). Run at temperature 0 celsius, time 1 hour. The product is ClCC1=NC=C(C(=C1C)OCCCOC)C (2-Chloromethyl-4-(3-Methoxypropoxy)-3,5-Dimethylpyridine). Isolated yield 88.9%. As a reaction SMILES: O[CH2:2][C:3]1[C:8]([CH3:9])=[C:7]([O:10][CH2:11][CH2:12][CH2:13][O:14][CH3:15])[C:6]([CH3:16])=[CH:5][N:4]=1.S(Cl)([Cl:19])=O.C(=O)([O-])O.[Na+]>C(Cl)(Cl)Cl>[Cl:19][CH2:2][C:3]1[C:8]([CH3:9])=[C:7]([O:10][CH2:11][CH2:12][CH2:13][O:14][CH3:15])[C:6]([CH3:16])=[CH:5][N:4]=1 |f:2.3|. Reported procedure: 4.70 g of crude 2-hydroxymethyl-4-(3-methoxypropoxy)-3,5-dimethylpyridine was dissolved in 50 ml of chloroform to obtain a solution. A solution of 2.7 g of thionyl chloride in 10 ml of chloroform was dropwise added to the above solution at 0° C. and the obtained mixture was stirred at 0° C. for one hour. After the completion of the reaction, the reaction mixture was neutralized with a saturated aqueous solution of sodium hydrogencarbonate and extracted with 150 ml of chloroform twice. The extrac... Starting materials: COCC(=O)OC, COC(C)(C)C, CC(N)c1ccc2ccccc2c1. The product is COCC(=O)NC(C)c1ccc2ccccc2c1. As a reaction SMILES: [CH3:14][O:15][CH2:16][C:17](=[O:18])[O:19][CH3:20].[CH3:21][O:22][C:23]([CH3:24])([CH3:25])[CH3:26].[NH2:1][CH:2]([CH3:3])[c:4]1[cH:5][c:6]2[cH:7][cH:8][cH:9][cH:10][c:11]2[cH:12][cH:13]1>>[NH:1]([CH:2]([CH3:3])[c:4]1[cH:5][c:6]2[cH:7][cH:8][cH:9][cH:10][c:11]2[cH:12][cH:13]1)[C:17]([CH2:16][O:15][CH3:14])=[O:18].